This data is from the Open Reaction Database (ORD), a public repository of structured organic reaction records. The task is: describe an organic reaction: reactants, conditions, products, and yield Starting materials: O=[Mn]=O, OCc1cc2n(n1)CCO2. Yields the product O=Cc1cc2n(n1)CCO2. Reaction SMILES: [O:11]=[Mn:12]=[O:13].[O:1]1[c:2]2[n:3]([n:6][c:7]([CH2:9][OH:10])[cH:8]2)[CH2:4][CH2:5]1>>[O:1]1[c:2]2[n:3]([n:6][c:7]([CH:9]=[O:10])[cH:8]2)[CH2:4][CH2:5]1. Reactants: CC[Zn]CC, Cc1ccccc1, Cl, C=CCC(NC(=O)NCC(F)(F)F)(c1cc(F)cc(OC(F)(F)C(F)F)c1)c1ccc(F)c(C(F)(F)F)c1, ICI. Yields the product O=C(NCC(F)(F)F)NC(CC1CC1)(c1cc(F)cc(OC(F)(F)C(F)F)c1)c1ccc(F)c(C(F)(F)F)c1. RXN SMILES: [CH2:39]([Zn:40][CH2:41][CH3:42])[CH3:43].[CH3:48][c:49]1[cH:50][cH:51][cH:52][cH:53][cH:54]1.[ClH:47].[F:1][c:2]1[c:3]([C:35]([F:36])([F:37])[F:38])[cH:4][c:5]([C:8]([CH2:9][CH:10]=[CH2:11])([c:12]2[cH:13][c:14]([F:25])[cH:15][c:16]([O:18][C:19]([CH:20]([F:21])[F:22])([F:23])[F:24])[cH:17]2)[NH:26][C:27](=[O:28])[NH:29][CH2:30][C:31]([F:32])([F:33])[F:34])[cH:6][cH:7]1.[I:44][CH2:45][I:46]>>[F:1][c:2]1[c:3]([C:35]([F:36])([F:37])[F:38])[cH:4][c:5]([C:8]([CH2:9][CH:10]2[CH2:11][CH2:39]2)([c:12]2[cH:13][c:14]([F:25])[cH:15][c:16]([O:18][C:19]([CH:20]([F:21])[F:22])([F:23])[F:24])[cH:17]2)[NH:26][C:27](=[O:28])[NH:29][CH2:30][C:31]([F:32])([F:33])[F:34])[cH:6][cH:7]1.